describe an organic reaction: reactants, conditions, products, and yield From a dataset of the Open Reaction Database (ORD), a public repository of structured organic reaction records. Starting materials: Brc1ccncc1, CC(C)(C)OC(=O)N(CC=NS(=O)C(C)(C)C)C1CCN(C(=O)OCc2ccccc2)CC1, [Li]CCCC. Product: CC(C)(C)OC(=O)N(CC(NS(=O)C(C)(C)C)c1ccncc1)C1CCN(C(=O)OCc2ccccc2)CC1. Reaction SMILES: [Br:1][c:2]1[cH:3][cH:4][n:5][cH:6][cH:7]1.[C:13]([CH3:14])([CH3:15])([CH3:16])[O:17][C:18](=[O:19])[N:20]([CH:21]1[CH2:22][CH2:23][N:24]([C:27](=[O:28])[O:29][CH2:30][c:31]2[cH:32][cH:33][cH:34][cH:35][cH:36]2)[CH2:25][CH2:26]1)[CH2:37][CH:38]=[N:39][S:40](=[O:41])[C:42]([CH3:43])([CH3:44])[CH3:45].[CH2:8]([Li:9])[CH2:10][CH2:11][CH3:12]>>[c:2]1([CH:38]([CH2:37][N:20]([C:18]([O:17][C:13]([CH3:14])([CH3:15])[CH3:16])=[O:19])[CH:21]2[CH2:22][CH2:23][N:24]([C:27](=[O:28])[O:29][CH2:30][c:31]3[cH:32][cH:33][cH:34][cH:35][cH:36]3)[CH2:25][CH2:26]2)[NH:39][S:40](=[O:41])[C:42]([CH3:43])([CH3:44])[CH3:45])[cH:3][cH:4][n:5][cH:6][cH:7]1. Reactants: FC=1C=C2C(C(=CN(C2=C(C1F)F)C1(CC1)C)C(=O)O)=O (6,7,8-trifluoro-1,4-dihydro-1-(1-methylcyclopropyl)-4-oxo-3-quinolinecarboxylic acid), 0.77, C(C)(C)(C)OC(=O)NC1CNCC1 (3-[(t-butoxycarbonyl)amino]pyrrolidine), 1,8-diazobicyclo[5.4.0]undec-7-ene. The solvent is C(C)#N (acetonitrile). Product: NC1CN(CC1)C1=C(C=C2C(C(=CN(C2=C1F)C1(CC1)C)C(=O)O)=O)F (7-(3-amino-1-pyrrolidinyl)-6,8-difluoro-1,4-dihydro-1-(1-methylcyclopropyl)-4-oxo-3quinolinecarboxylic acid). Reaction SMILES: [F:1][C:2]1[CH:3]=[C:4]2[C:9](=[C:10]([F:13])[C:11]=1F)[N:8]([C:14]1([CH3:17])[CH2:16][CH2:15]1)[CH:7]=[C:6]([C:18]([OH:20])=[O:19])[C:5]2=[O:21].C(OC([NH:29][CH:30]1[CH2:34][CH2:33][NH:32][CH2:31]1)=O)(C)(C)C>C(#N)C>[NH2:29][CH:30]1[CH2:34][CH2:33][N:32]([C:11]2[C:10]([F:13])=[C:9]3[C:4]([C:5](=[O:21])[C:6]([C:18]([OH:20])=[O:19])=[CH:7][N:8]3[C:14]3([CH3:17])[CH2:16][CH2:15]3)=[CH:3][C:2]=2[F:1])[CH2:31]1. Procedure details: To 1.24 g (4.27 mmol) of 6,7,8-trifluoro-1,4-dihydro-1-(1-methylcyclopropyl)-4-oxo-3-quinolinecarboxylic acid in 10 ml of acetonitrile was added 0.77 (4.27 mmol) of 3-[(t-butoxycarbonyl)amino]pyrrolidine and 0.63 g (4.27 mmol) of 1,8-diazobicyclo[5.4.0]undec-7-ene. The mixture was refluxed for one hour, cooled, filtered, and the solids washed with ether. The solids were dissolved in 10 ml of acetic acid at 100° C. and 2 ml of 3N hydrochloric acid was added. This mixture was heated at 100° for fo...